Dataset: the Open Reaction Database (ORD), a public repository of structured organic reaction records. Task: describe an organic reaction: reactants, conditions, products, and yield Reactants: OCc1ccc(N2CCN(c3nnc(Cc4ccccc4)c4ccccc34)CC2)nc1, C1CCOC1, CN(C)C(=O)Cl, [H-], [Na+]. Product: CN(C)C(=O)OCc1ccc(N2CCN(c3nnc(Cc4ccccc4)c4ccccc34)CC2)nc1. RXN SMILES: [CH2:1]([c:2]1[cH:3][cH:4][cH:5][cH:6][cH:7]1)[c:8]1[n:9][n:10][c:11]([N:18]2[CH2:19][CH2:20][N:21]([c:24]3[cH:25][cH:26][c:27]([CH2:30][OH:31])[cH:28][n:29]3)[CH2:22][CH2:23]2)[c:12]2[cH:13][cH:14][cH:15][cH:16][c:17]12.[CH2:40]1[O:41][CH2:42][CH2:43][CH2:44]1.[CH3:34][N:35]([C:36](=[O:37])[Cl:38])[CH3:39].[H-:33].[Na+:32]>>[CH2:1]([c:2]1[cH:3][cH:4][cH:5][cH:6][cH:7]1)[c:8]1[n:9][n:10][c:11]([N:18]2[CH2:19][CH2:20][N:21]([c:24]3[cH:25][cH:26][c:27]([CH2:30][O:31][C:36]([N:35]([CH3:34])[CH3:39])=[O:37])[cH:28][n:29]3)[CH2:22][CH2:23]2)[c:12]2[cH:13][cH:14][cH:15][cH:16][c:17]12.